Dataset: the Open Reaction Database (ORD), a public repository of structured organic reaction records. Task: describe an organic reaction: reactants, conditions, products, and yield Starting materials: ClC1=CC=NC=2N(C(N(C(C21)=O)C)=O)C (5-chloro-1,3-dimethylpyrido[2,3-d]pyrimidine-2,4-dione), C (charcoal). Reagents/catalysts: [Pd] (Pd-C). Solvent: CO (methanol). The product is CN1C(N(C(C2=C1N=CC=C2)=O)C)=O (1,3-dimethylpyrido[2,3-d]pyrimidine-2,4-dione). Isolated yield 83.3%. Reaction SMILES: Cl[C:2]1[C:11]2[C:10](=[O:12])[N:9]([CH3:13])[C:8](=[O:14])[N:7]([CH3:15])[C:6]=2[N:5]=[CH:4][CH:3]=1.C>CO.[Pd]>[CH3:15][N:7]1[C:6]2[N:5]=[CH:4][CH:3]=[CH:2][C:11]=2[C:10](=[O:12])[N:9]([CH3:13])[C:8]1=[O:14]. Procedure: 0.34 g of Compound 1 was dissolved in 100 ml of methanol and reduced in the presence of Pd-C. Activated charcoal powder was added, and the solution was heated and filtered. The filtrate was distilled under reduced pressure and ethanol was added thereto. The resulting crude crystals were separated from the solution by the filtration and recrystallized from ethanol to give 0.24 g of 1,3-dimethylpyrido[2,3-d]pyrimidine-2,4-dione (Compound 2). Starting materials: N1C(COC=2C3=CC=CC=C3N=CC12)=O (1H-4-oxa-1,9-diaza-phenanthren-2-one), O (water), aqueous solution, [OH-].[Na+] (sodium hydroxide), O (water), [H-].[Al+3].[Li+].[H-].[H-].[H-] (Lithium aluminum hydride). Solvent: O1CCCC1 (tetrahydrofuran), O1CCCC1 (tetrahydrofuran). Reaction conditions: time 2 hour. Yields the product N1CCOC=2C3=CC=CC=C3N=CC12 (2,3-dihydro-1H-4-oxa-1,9-diaza-phenanthrene). Isolated yield 10.6%. RXN SMILES: [NH:1]1[C:14]2[CH:13]=[N:12][C:11]3[C:6](=[CH:7][CH:8]=[CH:9][CH:10]=3)[C:5]=2[O:4][CH2:3][C:2]1=O.[H-].[Al+3].[Li+].[H-].[H-].[H-].O.[OH-].[Na+]>O1CCCC1>[NH:1]1[C:14]2[CH:13]=[N:12][C:11]3[C:6](=[CH:7][CH:8]=[CH:9][CH:10]=3)[C:5]=2[O:4][CH2:3][CH2:2]1 |f:1.2.3.4.5.6,8.9|. Procedure: 1H-4-oxa-1,9-diaza-phenanthren-2-one (526 mg, 2.63 mmol) was dissolved in tetrahydrofuran (13 ml) and then cooled to 0□. To the reaction mixture, 1.0M Lithium aluminum hydride dissolved in tetrahydrofuran (5.5 ml, 5.26 mmol) was added dropwise and stirred at room temperature for 2 hours. After completion of reaction, water (1 ml), 10% aqueous solution of sodium hydroxide (2 ml) and water (3 ml) were added thereto dropwise in this order and then stirred for 1 hour at room temperature. After filte...